Dataset: the Open Reaction Database (ORD), a public repository of structured organic reaction records. Task: describe an organic reaction: reactants, conditions, products, and yield Reaction SMILES: [Mg].Br[CH2:3][CH2:4][CH:5]([C:12]1[CH:17]=[CH:16][CH:15]=[CH:14][CH:13]=1)[C:6]1[CH:11]=[CH:10][CH:9]=[CH:8][CH:7]=1.[CH2:18]([N:25]1[C:29]([CH:30]=[O:31])=[CH:28][N:27]=[CH:26]1)[C:19]1[CH:24]=[CH:23][CH:22]=[CH:21][CH:20]=1.Cl>O1CCCC1>[CH2:18]([N:25]1[C:29]([CH:30]([OH:31])[CH2:3][CH2:4][CH:5]([C:12]2[CH:17]=[CH:16][CH:15]=[CH:14][CH:13]=2)[C:6]2[CH:11]=[CH:10][CH:9]=[CH:8][CH:7]=2)=[CH:28][N:27]=[CH:26]1)[C:19]1[CH:20]=[CH:21][CH:22]=[CH:23][CH:24]=1. Run in O1CCCC1 (tetrahydrofuran), O1CCCC1 (tetrahydrofuran), O1CCCC1 (tetrahydrofuran). Starting materials: BrCCC(C1=CC=CC=C1)C1=CC=CC=C1 (1-Bromo-3,3-diphenylpropane), [Mg] (Magnesium), Cl (hydrochloric acid), C(C1=CC=CC=C1)N1C=NC=C1C=O (3-benzyl-3H-imidazole-4-carbaldehyde), Grignard reagent. The product is C(C1=CC=CC=C1)N1C=NC=C1C(CCC(C1=CC=CC=C1)C1=CC=CC=C1)O (1-(3-Benzyl-3H-imidazol-4-yl)-4,4-diphenylbutan-1-ol). Reported procedure: Magnesium turnings (0.5 g) were covered with dry tetrahydrofuran (4 ml). 1-Bromo-3,3-diphenylpropane (5.6 g) in 20 ml of dry tetrahydrofuran was added dropwise. The mixture was stirred at reflux for one hour. After being cooled to room temperature, 3-benzyl-3H-imidazole-4-carbaldehyde (3.8 g) in 20 ml of dry tetrahydrofuran was added dropwise to the Grignard reagent and the mixture was refluxed for two hours. The cooled reaction mixture was poured into a cold diluted hydrochloric acid solution. ...